Dataset: the Open Reaction Database (ORD), a public repository of structured organic reaction records. Task: describe an organic reaction: reactants, conditions, products, and yield Starting materials: C1=CCCCC1, COC(=O)C(Cc1ccc(-c2cn(C)c(=O)n(C)c2=O)c(C)c1)NC(=O)OCc1ccccc1, CCO. Product: COC(=O)C(N)Cc1ccc(-c2cn(C)c(=O)n(C)c2=O)c(C)c1. Reaction SMILES: [CH2:35]1[CH2:36][CH:37]=[CH:38][CH2:39][CH2:40]1.[CH3:1][O:2][C:3]([CH:4]([NH:5][C:6]([O:7][CH2:8][c:9]1[cH:10][cH:11][cH:12][cH:13][cH:14]1)=[O:15])[CH2:16][c:17]1[cH:18][c:19]([CH3:33])[c:20](-[c:23]2[c:24](=[O:32])[n:25]([CH3:31])[c:26](=[O:30])[n:27]([CH3:29])[cH:28]2)[cH:21][cH:22]1)=[O:34].[CH3:41][CH2:42][OH:43]>>[CH3:1][O:2][C:3]([CH:4]([NH2:5])[CH2:16][c:17]1[cH:18][c:19]([CH3:33])[c:20](-[c:23]2[c:24](=[O:32])[n:25]([CH3:31])[c:26](=[O:30])[n:27]([CH3:29])[cH:28]2)[cH:21][cH:22]1)=[O:34].